This data is from the Open Reaction Database (ORD), a public repository of structured organic reaction records. The task is: describe an organic reaction: reactants, conditions, products, and yield The reactants are O=C1CCC(=O)N1Br, CC#N, Nc1cccc(Cl)n1. Product: Nc1ccc(Br)c(Cl)n1. RXN SMILES: [Br:9][N:10]1[C:11](=[O:12])[CH2:13][CH2:14][C:15]1=[O:16].[CH3:17][C:18]#[N:19].[Cl:1][c:2]1[cH:3][cH:4][cH:5][c:6]([NH2:8])[n:7]1>>[Cl:1][c:2]1[c:3]([Br:9])[cH:4][cH:5][c:6]([NH2:8])[n:7]1. Reactants: CC(=O)O[BH-](OC(C)=O)OC(C)=O, CN1CCNCC1, CC(=O)O, ClCCl, O=Cc1ccc(C2Nc3cccc4c(=O)[nH]nc(c34)C2c2ccc(F)cc2)cc1, [Na+]. Product: CN1CCN(Cc2ccc(C3Nc4cccc5c(=O)[nH]nc(c45)C3c3ccc(F)cc3)cc2)CC1. RXN SMILES: [C:41]([O:42][BH-:43]([O:44][C:45](=[O:46])[CH3:47])[O:48][C:49](=[O:50])[CH3:51])(=[O:52])[CH3:53].[CH3:30][N:31]1[CH2:32][CH2:33][NH:34][CH2:35][CH2:36]1.[CH3:37][C:38](=[O:39])[OH:40].[Cl:55][CH2:56][Cl:57].[F:1][c:2]1[cH:3][cH:4][c:5]([CH:8]2[CH:9]([c:22]3[cH:23][cH:24][c:25]([CH:26]=[O:27])[cH:28][cH:29]3)[NH:10][c:11]3[c:12]4[c:13]2[n:14][nH:15][c:16](=[O:21])[c:17]4[cH:18][cH:19][cH:20]3)[cH:6][cH:7]1.[Na+:54]>>[F:1][c:2]1[cH:3][cH:4][c:5]([CH:8]2[CH:9]([c:22]3[cH:23][cH:24][c:25]([CH2:26][N:34]4[CH2:33][CH2:32][N:31]([CH3:30])[CH2:36][CH2:35]4)[cH:28][cH:29]3)[NH:10][c:11]3[c:12]4[c:13]2[n:14][nH:15][c:16](=[O:21])[c:17]4[cH:18][cH:19][cH:20]3)[cH:6][cH:7]1. The reactants are O=C1CCC(=O)N1Br, Cc1nn(C(=O)OC(C)(C)C)c2ccccc12, O=C(OOC(=O)c1ccccc1)c1ccccc1, ClC(Cl)(Cl)Cl. Product: CC(C)(C)OC(=O)n1nc(CBr)c2ccccc21. RXN SMILES: [Br:18][N:19]1[C:20](=[O:21])[CH2:22][CH2:23][C:24]1=[O:25].[C:1]([CH3:2])([CH3:3])([CH3:4])[O:5][C:6](=[O:7])[n:8]1[n:9][c:10]([CH3:17])[c:11]2[cH:12][cH:13][cH:14][cH:15][c:16]12.[C:26]([O:27][O:28][C:29](=[O:30])[c:31]1[cH:32][cH:33][cH:34][cH:35][cH:36]1)(=[O:37])[c:38]1[cH:39][cH:40][cH:41][cH:42][cH:43]1.[Cl:44][C:45]([Cl:46])([Cl:47])[Cl:48]>>[C:1]([CH3:2])([CH3:3])([CH3:4])[O:5][C:6](=[O:7])[n:8]1[n:9][c:10]([CH2:17][Br:18])[c:11]2[cH:12][cH:13][cH:14][cH:15][c:16]12. Reactants: ClC1=NC=CC=C1[N+](=O)[O-] (2-chloro-3-nitropyridine), B(C=1C=CC(=CC1)C)(O)O (p-tolylboronic acid), CCOCC (ether). The reagents and catalysts are C=1C=CC(=CC1)[P](C=2C=CC=CC2)(C=3C=CC=CC3)[Pd]([P](C=4C=CC=CC4)(C=5C=CC=CC5)C=6C=CC=CC6)([P](C=7C=CC=CC7)(C=8C=CC=CC8)C=9C=CC=CC9)[P](C=1C=CC=CC1)(C=1C=CC=CC1)C=1C=CC=CC1 (tetrakis(triphenylphosphine)palladium). The solvent is C([O-])([O-])=O.[Na+].[Na+] (sodium carbonate), C(OC)COC (dimethoxyethane). Product: [N+](=O)([O-])C=1C(=NC=CC1)C1=CC=C(C=C1)C (3-Nitro-2-p-tolyl-pyridine). Yield: 81.4%. Reaction SMILES: Cl[C:2]1[C:7]([N+:8]([O-:10])=[O:9])=[CH:6][CH:5]=[CH:4][N:3]=1.B(O)(O)[C:12]1[CH:13]=[CH:14][C:15]([CH3:18])=[CH:16][CH:17]=1.CCOCC>C(=O)([O-])[O-].[Na+].[Na+].C(COC)OC.C1C=CC([P]([Pd]([P](C2C=CC=CC=2)(C2C=CC=CC=2)C2C=CC=CC=2)([P](C2C=CC=CC=2)(C2C=CC=CC=2)C2C=CC=CC=2)[P](C2C=CC=CC=2)(C2C=CC=CC=2)C2C=CC=CC=2)(C2C=CC=CC=2)C2C=CC=CC=2)=CC=1>[N+:8]([C:7]1[C:2]([C:12]2[CH:17]=[CH:16][C:15]([CH3:18])=[CH:14][CH:13]=2)=[N:3][CH:4]=[CH:5][CH:6]=1)([O-:10])=[O:9] |f:3.4.5,^1:41,43,62,81|. Procedure: A stirred mixture of 2-chloro-3-nitropyridine (10.6 g), p-tolylboronic acid (19.69 g) and tetrakis(triphenylphosphine)palladium (O) (0.16 g) in 2N sodium carbonate solution (100 ml) and dimethoxyethane (100 ml) was heated to reflux under nitrogen. After 64 h the mixture was cooled then filtered through hyflo eluting with more dimethoxyethane. The filtrate was evaporated in vacuo to give an oil which was redissolved with ether (300 ml) and washed with 5N sodium hydroxide solution (300 ml). The aq... Starting materials: O=C(O)CCCCCCCCCCBr, C[O-], CN(C)P(=O)(N(C)C)N(C)C, Cl, [Na+], O, Oc1ccccc1. The product is O=C(O)CCCCCCCCCCOc1ccccc1. Reaction SMILES: [Br:8][CH2:9][CH2:10][CH2:11][CH2:12][CH2:13][CH2:14][CH2:15][CH2:16][CH2:17][CH2:18][C:19](=[O:20])[OH:21].[CH3:22][O-:23].[CH3:27][N:28]([P:29]([N:30]([CH3:31])[CH3:32])([N:33]([CH3:34])[CH3:35])=[O:36])[CH3:37].[ClH:25].[Na+:24].[OH2:26].[OH:1][c:2]1[cH:3][cH:4][cH:5][cH:6][cH:7]1>>[O:1]([c:2]1[cH:3][cH:4][cH:5][cH:6][cH:7]1)[CH2:9][CH2:10][CH2:11][CH2:12][CH2:13][CH2:14][CH2:15][CH2:16][CH2:17][CH2:18][C:19](=[O:20])[OH:21]. Reactants: B(Br)(Br)Br (boron tribromide), [OH-].[Na+] (NaOH), ClC1=CC=C(C2=CC=CC=C12)N1N=C(C=C1C1=C(C=CC=C1OC)OC)C(=O)NC(C(=O)O)CCCC (2-{[1-(4-chloro-1-naphthyl)-5-(2,6-dimethoxyphenyl)-3-pyrazolyl]carbonylamino}hexanoic acid), O (water). Solvent: ClCCl (dichlormethane), ClCCl (dichloromethane). Run at temperature -70 celsius, time 2 hour. Product: ClC1=CC=C(C2=CC=CC=C12)N1N=C(C=C1C1=C(C=CC=C1O)O)C(=O)N[C@H](C(=O)O)CCCC ((S)-2-{[1-(4-Chloro-1-naphthyl)-5-(2,6-dihydroxyphenyl)-3-pyrazolyl]carbonylamino}hexanoic acid). As a reaction SMILES: [Cl:1][C:2]1[C:11]2[C:6](=[CH:7][CH:8]=[CH:9][CH:10]=2)[C:5]([N:12]2[C:16]([C:17]3[C:22]([O:23]C)=[CH:21][CH:20]=[CH:19][C:18]=3[O:25]C)=[CH:15][C:14]([C:27]([NH:29][CH:30]([CH2:34][CH2:35][CH2:36][CH3:37])[C:31]([OH:33])=[O:32])=[O:28])=[N:13]2)=[CH:4][CH:3]=1.B(Br)(Br)Br.O.[OH-].[Na+]>ClCCl>[Cl:1][C:2]1[C:11]2[C:6](=[CH:7][CH:8]=[CH:9][CH:10]=2)[C:5]([N:12]2[C:16]([C:17]3[C:18]([OH:25])=[CH:19][CH:20]=[CH:21][C:22]=3[OH:23])=[CH:15][C:14]([C:27]([NH:29][C@@H:30]([CH2:34][CH2:35][CH2:36][CH3:37])[C:31]([OH:33])=[O:32])=[O:28])=[N:13]2)=[CH:4][CH:3]=1 |f:3.4|. Procedure: 0.3 g of 2-{[1-(4-chloro-1-naphthyl)-5-(2,6-dimethoxyphenyl)-3-pyrazolyl]carbonylamino}hexanoic acid is dissolved in 6.7 ml of dichloromethane and the mixture is cooled to -70° C. 5.7 ml of boron tribromide, dissolved in 20 ml of dichlormethane, are added dropwise and the reaction mixture is left for 2 hours at -70° C. It is allowed to return to room temperature, and 12 ml of water are then added while cooling. Concentrated NaOH is added to pH 14. The aqueous phase is washed with ether and broug... Yields the product Cc1ccc(C=O)cc1Br. The reactants are Cc1ccc(CO)cc1Br, ClCCl. As a reaction SMILES: [Br:1][c:2]1[cH:3][c:4]([CH2:9][OH:10])[cH:5][cH:6][c:7]1[CH3:8].[Cl:11][CH2:12][Cl:13]>>[Br:1][c:2]1[cH:3][c:4]([CH:9]=[O:10])[cH:5][cH:6][c:7]1[CH3:8]. RXN SMILES: [Br:1][C:2]1[CH:11]=[C:10]2[C:5]([C:6](=O)[CH:7]=[CH:8][NH:9]2)=[N:4][CH:3]=1.CN(C=O)C.C(Cl)(=O)C([Cl:21])=O.C(=O)(O)[O-].[Na+]>>[Br:1][C:2]1[CH:3]=[N:4][C:5]2[C:10]([CH:11]=1)=[N:9][CH:8]=[CH:7][C:6]=2[Cl:21] |f:3.4|. The yield is 14.0%. The reactants are C([O-])(O)=O.[Na+] (sodium bicarbonate), BrC1=CN=C2C(C=CNC2=C1)=O (7-bromo-1,5-naphthyridin-4(1H)-one), CN(C)C=O (DMF), C(C(=O)Cl)(=O)Cl (Oxalyl chloride). Procedure: 7-bromo-1,5-naphthyridin-4(1H)-one (23.8 g, 105.8 mmol), acetonitriel (192 mL, 105.8 mmol), and DMF (2.05 mL, 26.5 mmol) were placed in a 3-necked round bottom flask set up with a reflux condenser. Argon bubbled through. Reaction mixture brought to reflux (˜95° C.). Oxalyl chloride (28.7 ml, 328.1 mmol) was added dropwise via addition funnel over 40 minutes and reaction allowed to stir at this temperature for 16 hrs. Reaction mixture cooled to 0° C. and basified to pH ˜8 with aqueous sodium bica... Reaction conditions: temperature 95 celsius, time 16 hour. The product is BrC=1C=NC2=C(C=CN=C2C1)Cl (3-bromo-8-chloro-1,5-naphthyridine). Reactants: S1C(=NC2=C1C=CC=C2)NC(=O)C=2C=CC=C1CCN(CC21)C2=CC=C(C(=N2)C(=O)OC)C2=CC(=CC=C2)OC2=CC=C(C=C2)[N+](=O)[O-] (Methyl 6-(8-(benzo[d]thiazol-2-ylcarbamoyl)-3,4-dihydroisoquinolin-2(1H)-yl)-3-(3-(4-nitrophenoxy)phenyl)picolinate), O[Li].O (LiOH H2O), Cl (HCl). Solvent: O1CCCC1 (tetrahydrofuran), O (water), O (water), C(C)(=O)OCC (ethyl acetate). Run at time 8 hour. Product: S1C(=NC2=C1C=CC=C2)NC(=O)C=2C=CC=C1CCN(CC21)C2=CC=C(C(=N2)C(=O)O)C2=CC(=CC=C2)OC2=CC=C(C=C2)[N+](=O)[O-] (6-[8-(1,3-benzothiazol-2-ylcarbamoyl)-3,4-dihydroisoquinolin-2(1H)-yl]-3-[3-(4-nitrophenoxy)phenyl]pyridine-2-carboxylic acid). As a reaction SMILES: [S:1]1[C:5]2[CH:6]=[CH:7][CH:8]=[CH:9][C:4]=2[N:3]=[C:2]1[NH:10][C:11]([C:13]1[CH:14]=[CH:15][CH:16]=[C:17]2[C:22]=1[CH2:21][N:20]([C:23]1[N:28]=[C:27]([C:29]([O:31]C)=[O:30])[C:26]([C:33]3[CH:38]=[CH:37][CH:36]=[C:35]([O:39][C:40]4[CH:45]=[CH:44][C:43]([N+:46]([O-:48])=[O:47])=[CH:42][CH:41]=4)[CH:34]=3)=[CH:25][CH:24]=1)[CH2:19][CH2:18]2)=[O:12].O[Li].O.Cl>O1CCCC1.O.C(OCC)(=O)C>[S:1]1[C:5]2[CH:6]=[CH:7][CH:8]=[CH:9][C:4]=2[N:3]=[C:2]1[NH:10][C:11]([C:13]1[CH:14]=[CH:15][CH:16]=[C:17]2[C:22]=1[CH2:21][N:20]([C:23]1[N:28]=[C:27]([C:29]([OH:31])=[O:30])[C:26]([C:33]3[CH:38]=[CH:37][CH:36]=[C:35]([O:39][C:40]4[CH:41]=[CH:42][C:43]([N+:46]([O-:48])=[O:47])=[CH:44][CH:45]=4)[CH:34]=3)=[CH:25][CH:24]=1)[CH2:19][CH2:18]2)=[O:12] |f:1.2|. Procedure details: To an ambient solution of EXAMPLE 104B (75 mg) in tetrahydrofuran (1.5 mL) and water (0.5 mL) was added LiOH H2O (13 mg). The reaction was stirred overnight, diluted with 2 mL water and 2 mL ethyl acetate, and acidified to pH˜3 with 10% aqueous HCl solution. The layers were separated, and the aqueous layer was extracted with additional ethyl acetate (2×8 mL). The combined organic layers were dried with anhydrous sodium sulfate, filtered and concentrated under reduced pressure to provide the titl... The reactants are BrC=1C=CC2=C(C=CS2)C1 (5-bromobenzothiophene), C(O)([O-])=O.[Na+] (sodium hydrogen carbonate), C(C)O (ethanol), C(C1=CC=CC=C1)(=O)NC1=C(C(=O)OC(C)(C)C)C=CC(=C1)B1OC(C(O1)(C)C)(C)C (tert-butyl 2-(benzamido)-4-(4,4,5,5-tetramethyl-1,3,2-dioxaborolan-2-yl)benzoate). The reagents and catalysts are C=1C=CC(=CC1)[P](C=2C=CC=CC2)(C=3C=CC=CC3)[Pd]([P](C=4C=CC=CC4)(C=5C=CC=CC5)C=6C=CC=CC6)([P](C=7C=CC=CC7)(C=8C=CC=CC8)C=9C=CC=CC9)[P](C=1C=CC=CC1)(C=1C=CC=CC1)C=1C=CC=CC1 (tetrakis(triphenylphosphine)palladium(0)). The solvent is O (water), C(C)(=O)OCC (Ethyl acetate), C1(=CC=CC=C1)C (toluene), O (water). Product: C(C1=CC=CC=C1)(=O)NC1=C(C(=O)OC(C)(C)C)C=CC(=C1)C=1C=CC2=C(C=CS2)C1 (tert-butyl 2-(benzamido)-4-(benzothiophen-5-yl)benzoate). The yield is 57.9%. As a reaction SMILES: Br[C:2]1[CH:3]=[CH:4][C:5]2[S:9][CH:8]=[CH:7][C:6]=2[CH:10]=1.C(=O)([O-])O.[Na+].C(O)C.[C:19]([NH:27][C:28]1[CH:40]=[C:39](B2OC(C)(C)C(C)(C)O2)[CH:38]=[CH:37][C:29]=1[C:30]([O:32][C:33]([CH3:36])([CH3:35])[CH3:34])=[O:31])(=[O:26])[C:20]1[CH:25]=[CH:24][CH:23]=[CH:22][CH:21]=1>C1C=CC([P]([Pd]([P](C2C=CC=CC=2)(C2C=CC=CC=2)C2C=CC=CC=2)([P](C2C=CC=CC=2)(C2C=CC=CC=2)C2C=CC=CC=2)[P](C2C=CC=CC=2)(C2C=CC=CC=2)C2C=CC=CC=2)(C2C=CC=CC=2)C2C=CC=CC=2)=CC=1.O.C(OCC)(=O)C.C1(C)C=CC=CC=1>[C:19]([NH:27][C:28]1[CH:40]=[C:39]([C:2]2[CH:3]=[CH:4][C:5]3[S:9][CH:8]=[CH:7][C:6]=3[CH:10]=2)[CH:38]=[CH:37][C:29]=1[C:30]([O:32][C:33]([CH3:35])([CH3:36])[CH3:34])=[O:31])(=[O:26])[C:20]1[CH:21]=[CH:22][CH:23]=[CH:24][CH:25]=1 |f:1.2,^1:53,55,74,93|. Procedure: 48 mg of 5-bromobenzothiophene, 40 mg of sodium hydrogen carbonate, 0.6 mL of ethanol, 0.3 mL of water and 11 mg of tetrakis(triphenylphosphine)palladium(0) were added to 1.6 mL of toluene solution containing 80 mg of tert-butyl 2-(benzamido)-4-(4,4,5,5-tetramethyl-1,3,2-dioxaborolan-2-yl)benzoate at room temperature, and the resulting mixture was heated to reflux under nitrogen atmosphere for 5 hours. Ethyl acetate and water were added after the reaction mixture was cooled to room temperature. ...